Dataset: the Open Reaction Database (ORD), a public repository of structured organic reaction records. Task: describe an organic reaction: reactants, conditions, products, and yield The reactants are O=C([O-])[O-], COC(=O)CBr, CC#N, [I-], [K+], [K+], [K+], CCCc1c(OCCCOc2cccc3[nH]ccc23)ccc2c(C(F)(F)F)noc12. Product: CCCc1c(OCCCOc2cccc3c2ccn3CC(=O)OC)ccc2c(C(F)(F)F)noc12. As a reaction SMILES: [C:37](=[O:38])([O-:39])[O-:40].[CH3:31][O:32][C:33]([CH2:34][Br:35])=[O:36].[CH3:45][C:46]#[N:47].[I-:44].[K+:41].[K+:42].[K+:43].[nH:1]1[cH:2][cH:3][c:4]2[c:5]([O:10][CH2:11][CH2:12][CH2:13][O:14][c:15]3[c:16]([CH2:28][CH2:29][CH3:30])[c:17]4[c:18]([c:19]([C:22]([F:23])([F:24])[F:25])[n:20][o:21]4)[cH:26][cH:27]3)[cH:6][cH:7][cH:8][c:9]12>>[n:1]1([CH2:34][C:33]([O:32][CH3:31])=[O:36])[cH:2][cH:3][c:4]2[c:5]([O:10][CH2:11][CH2:12][CH2:13][O:14][c:15]3[c:16]([CH2:28][CH2:29][CH3:30])[c:17]4[c:18]([c:19]([C:22]([F:23])([F:24])[F:25])[n:20][o:21]4)[cH:26][cH:27]3)[cH:6][cH:7][cH:8][c:9]12. Reactants: CCO, Cl, [Na+], C1CCOC1, [OH-], CCOC(=O)CCc1cn(Cc2cccc(C(=O)NCCc3ccccn3)c2)nc1-c1ccccc1. Yields the product O=C(O)CCc1cn(Cc2cccc(C(=O)NCCc3ccccn3)c2)nc1-c1ccccc1. As a reaction SMILES: [CH3:39][CH2:40][OH:41].[ClH:42].[Na+:38].[O:43]1[CH2:44][CH2:45][CH2:46][CH2:47]1.[OH-:37].[c:1]1(-[c:7]2[n:8][n:9]([CH2:19][c:20]3[cH:21][c:22]([C:26](=[O:27])[NH:28][CH2:29][CH2:30][c:31]4[n:32][cH:33][cH:34][cH:35][cH:36]4)[cH:23][cH:24][cH:25]3)[cH:10][c:11]2[CH2:12][CH2:13][C:14](=[O:15])[O:16][CH2:17][CH3:18])[cH:2][cH:3][cH:4][cH:5][cH:6]1>>[c:1]1(-[c:7]2[n:8][n:9]([CH2:19][c:20]3[cH:21][c:22]([C:26](=[O:27])[NH:28][CH2:29][CH2:30][c:31]4[n:32][cH:33][cH:34][cH:35][cH:36]4)[cH:23][cH:24][cH:25]3)[cH:10][c:11]2[CH2:12][CH2:13][C:14](=[O:15])[OH:16])[cH:2][cH:3][cH:4][cH:5][cH:6]1. Reactants: [Na] (sodium), C(C)OC(CC(C1=CC=CC=C1)=O)=O (benzoyl-acetic acid-ethylester), C(C=C)Br (allyl bromide), [OH-].[K+] (potassium hydroxide). Run in C(C)O (ethanol), O (water). The product is [Na] (sodium), alcohol, C1(=CC=CC=C1)C(=O)CCC=C (phenyl-(but-3-enyl) ketone). The yield is 98.0%. Reaction SMILES: [Na:1].C(O[C:5](=O)[CH2:6][C:7](=[O:14])[C:8]1[CH:13]=[CH:12][CH:11]=[CH:10][CH:9]=1)C.[CH2:16](Br)[CH:17]=C.[OH-].[K+]>C(O)C.O>[Na:1].[C:8]1([C:7]([CH2:6][CH2:5][CH:16]=[CH2:17])=[O:14])[CH:9]=[CH:10][CH:11]=[CH:12][CH:13]=1 |f:3.4,^1:0,25|. Procedure details: A sodium solution of alcohol was prepared by dissolving 33 g of sodium in 1000 mL of ethanol. To the warm solution, 260 mL of benzoyl-acetic acid-ethylester was added and then 130 mL of allyl bromide was slowly dropped into the solution. The mixture was refluxed for 4 hrs. and then the solid removed in a vacuum. The resulting solid was then combined in an aqueous solution of potassium hydroxide prepared by combining 145 g of potassium hydroxide with 500 mL of water. This mixture was heated under... Starting materials: CC(C)[C@@H](C(=O)ON1C(=O)CCC1=O)NC(=O)OCC2C3=CC=CC=C3C4=CC=CC=C24 (Fmoc-val-OSu), Cl.C(C)(C)(C)OC([C@@H](N)C)=O (alanine-O-tert-butyl ester hydrogen chloride salt), CCN(C(C)C)C(C)C (DIPEA). Solvent: ClCCl (dichloromethane), ClCCl (dichloromethane). Reaction conditions: time 16 hour. Product: N[C@H](C(=O)N[C@H](C(=O)OC(C)(C)C)C)C(C)C ((S)-tert-butyl 2-((S)-2-amino-3-methylbutanamido)propanoate). Reaction SMILES: Cl.[C:2]([O:6][C:7](=[O:11])[C@H:8]([CH3:10])[NH2:9])([CH3:5])([CH3:4])[CH3:3].[CH3:12][CH:13]([C@H:15]([NH:26]C(OCC1C2C(=CC=CC=2)C2C1=CC=CC=2)=O)[C:16](ON1C(=O)CCC1=O)=[O:17])[CH3:14].CCN(C(C)C)C(C)C>ClCCl>[NH2:26][C@@H:15]([CH:13]([CH3:14])[CH3:12])[C:16]([NH:9][C@@H:8]([CH3:10])[C:7]([O:6][C:2]([CH3:5])([CH3:4])[CH3:3])=[O:11])=[O:17] |f:0.1|. Procedure: To a mixture of the alanine-O-tert-butyl ester hydrogen chloride salt (98) (500 mg, 2.76 mmol) in dichloromethane (5 mL) was added Fmoc-val-OSu (99) (1.09 g, 2.51 mmol). DIPEA (0.96 ml, 5.5 mmol) was added and the reaction mixture was allowed to stir at an ambient temperature for 16 h. The mixture was poured into dichloromethane (100 mL) and washed with 1N HCl (50 mL) and water (50 mL) before being dried over magnesium sulfate. The material was chromatographed on a 2 mm radial chromatotron plate... Yields the product CC(C)c1ccc(NC(=O)C2CCNCC2)cc1. RXN SMILES: [C:1]([O:2][C:3](=[O:4])[N:8]1[CH2:9][CH2:10][CH:11]([C:14]([NH:15][c:16]2[cH:17][cH:18][c:19]([CH:22]([CH3:23])[CH3:24])[cH:20][cH:21]2)=[O:25])[CH2:12][CH2:13]1)([CH3:5])([CH3:6])[CH3:7].[CH2:33]([Cl:34])[Cl:35].[OH:26][C:27]([C:28]([F:29])([F:30])[F:31])=[O:32]>>[NH:8]1[CH2:9][CH2:10][CH:11]([C:14]([NH:15][c:16]2[cH:17][cH:18][c:19]([CH:22]([CH3:23])[CH3:24])[cH:20][cH:21]2)=[O:25])[CH2:12][CH2:13]1. Reactants: CC(C)c1ccc(NC(=O)C2CCN(C(=O)OC(C)(C)C)CC2)cc1, ClCCl, O=C(O)C(F)(F)F. Starting materials: C(C1=CC=CC=C1)OC=1C=C2C=NN(C2=CC1N(C(C)=O)C1CCOCC1)C1OCCCC1 (N-(5-(benzyloxy)-1-(tetrahydro-2H-pyran-2-yl)-1H-indazol-6-yl)-N-(tetrahydro-2H-pyran-4-yl)acetamide). Reagents/catalysts: [Pd] (Pd/C). The solvent is CCO (EtOH), CCOC(=O)C (EtOAc), CCOC(=O)C (EtOAc), CCOC(=O)C (EtOAc). Run at time 8 hour. The product is OC=1C=C2C=NN(C2=CC1N(C(C)=O)C1CCOCC1)C1OCCCC1 (N-(5-Hydroxy-1-(tetrahydro-2H-pyran-2-yl)-1H-indazol-6-yl)-N-(tetrahydro-2H-pyran-4-yl)acetamide). Yield: 88.3%. RXN SMILES: C([O:8][C:9]1[CH:10]=[C:11]2[C:15](=[CH:16][C:17]=1[N:18]([CH:22]1[CH2:27][CH2:26][O:25][CH2:24][CH2:23]1)[C:19](=[O:21])[CH3:20])[N:14]([CH:28]1[CH2:33][CH2:32][CH2:31][CH2:30][O:29]1)[N:13]=[CH:12]2)C1C=CC=CC=1>CCO.CCOC(C)=O.[Pd]>[OH:8][C:9]1[CH:10]=[C:11]2[C:15](=[CH:16][C:17]=1[N:18]([CH:22]1[CH2:23][CH2:24][O:25][CH2:26][CH2:27]1)[C:19](=[O:21])[CH3:20])[N:14]([CH:28]1[CH2:33][CH2:32][CH2:31][CH2:30][O:29]1)[N:13]=[CH:12]2. Reported procedure: To a solution of N-(5-(benzyloxy)-1-(tetrahydro-2H-pyran-2-yl)-1H-indazol-6-yl)-N-(tetrahydro-2H-pyran-4-yl)acetamide (1.7 g, 3.78 mmol) in EtOH (100 mL) and EtOAc (100 mL) is added Pd/C (1 g, 10% wt). After the reaction mixture is stirred at RT under H2 overnight, it is filtered and the filtrate is concentrated. The residue is purified by silica gel column chromatography eluting first with PE:EtOAc (1:1) and then EtOAc to give the product (1.2 g, 88.2% yield). MS (m/z): 360.2 (M+H). Starting materials: Cc1nc(-c2ccccc2)nc(-c2cccc([N+](=O)[O-])c2)c1C(=O)NCCN(C)C, CI, CCOC(C)=O. The product is Cc1nc(-c2ccccc2)nc(-c2cccc([N+](=O)[O-])c2)c1C(=O)NCC[N+](C)(C)C, [I-]. RXN SMILES: [CH3:1][N:2]([CH2:3][CH2:4][NH:5][C:6](=[O:7])[c:8]1[c:9](-[c:21]2[cH:22][c:23]([N+:27](=[O:28])[O-:29])[cH:24][cH:25][cH:26]2)[n:10][c:11](-[c:15]2[cH:16][cH:17][cH:18][cH:19][cH:20]2)[n:12][c:13]1[CH3:14])[CH3:30].[CH3:31][I:32].[CH3:33][CH2:34][O:35][C:36](=[O:37])[CH3:38]>>[CH3:1][N+:2]([CH2:3][CH2:4][NH:5][C:6](=[O:7])[c:8]1[c:9](-[c:21]2[cH:22][c:23]([N+:27](=[O:28])[O-:29])[cH:24][cH:25][cH:26]2)[n:10][c:11](-[c:15]2[cH:16][cH:17][cH:18][cH:19][cH:20]2)[n:12][c:13]1[CH3:14])([CH3:30])[CH3:31].[I-:32]. Procedure details: According to the procedure of Preparation A, 2.48 g (12.0 mmoles) of 4-bromo-2-thiophenecarboxylic acid (prepared according to Lawesson, S. O., Arkiv. for Kemi. 11:317 (1957)) and 10 ml of thionyl chloride were combined and heated. The reaction gave 2.99 g of 4-bromo-2-thiophenecarbonyl chloride as a dark oil. The acid chloride, 2.11 g (10.0 mmoles) of 5-chloro-2,3-dihydro-2-oxo-1H-indole-1-carboxamide and 3.67 g (30.0 mmoles) of 4-(N,N-dimethylamino)pyridine were reacted in N,N-dimethylformamid... Yields the product BrC=1C=C(SC1)C(=O)Cl (4-bromo-2-thiophenecarbonyl chloride). The reactants are BrC=1C=C(SC1)C(=O)O (4-bromo-2-thiophenecarboxylic acid), S(=O)(Cl)Cl (thionyl chloride). RXN SMILES: [Br:1][C:2]1[CH:3]=[C:4]([C:7]([OH:9])=O)[S:5][CH:6]=1.S(Cl)([Cl:12])=O>>[Br:1][C:2]1[CH:3]=[C:4]([C:7]([Cl:12])=[O:9])[S:5][CH:6]=1. Starting materials: CCC(N)=O, CC(C)=O, COc1ccc(N=C=O)cc1OC. Product: CCC(=O)NC(=O)Nc1ccc(OC)c(OC)c1. RXN SMILES: [CH3:14][CH2:15][C:16]([NH2:17])=[O:18].[CH3:19][C:20](=[O:21])[CH3:22].[CH3:1][O:2][c:3]1[cH:4][c:5]([N:11]=[C:12]=[O:13])[cH:6][cH:7][c:8]1[O:9][CH3:10]>>[CH3:1][O:2][c:3]1[cH:4][c:5]([NH:11][C:12](=[O:13])[NH:17][C:16]([CH2:15][CH3:14])=[O:18])[cH:6][cH:7][c:8]1[O:9][CH3:10]. Reactants: C1(=CC=C(C=C1)C12CNCC2C1)C (1-(p-tolyl)-3-azabicyclo[3.1.0]hexane), C1(CC1)C(=O)Cl (cyclopropanecarbonyl chloride). Product: C1(CC1)C(=O)N1CC2(CC2C1)C1=CC=C(C=C1)C (3-cyclopropanecarbonyl-1-(p-tolyl)-3-azabicyclo[3.1.0]hexane). As a reaction SMILES: [C:1]1([CH3:13])[CH:6]=[CH:5][C:4]([C:7]23[CH2:12][CH:11]2[CH2:10][NH:9][CH2:8]3)=[CH:3][CH:2]=1.[CH:14]1([C:17](Cl)=[O:18])[CH2:16][CH2:15]1>>[CH:14]1([C:17]([N:9]2[CH2:10][CH:11]3[C:7]([C:4]4[CH:3]=[CH:2][C:1]([CH3:13])=[CH:6][CH:5]=4)([CH2:12]3)[CH2:8]2)=[O:18])[CH2:16][CH2:15]1. Procedure details: In a like manner 1-(p-tolyl)-3-azabicyclo[3.1.0]hexane (Example 36) is reacted with cyclopropanecarbonyl chloride to give 3-cyclopropanecarbonyl-1-(p-tolyl)-3-azabicyclo[3.1.0]hexane which is reduced as above to give 3-cyclopropylmethyl-1-(p-tolyl)-3-azabicyclo[3.1.0]hexane hydrochloride as colorless crystals, m.p. 180-182° C.